From a dataset of the Open Reaction Database (ORD), a public repository of structured organic reaction records. describe an organic reaction: reactants, conditions, products, and yield Starting materials: O=S(=O)(Nc1cccnc1Br)c1ccc(Oc2ccccc2)cc1, BrCc1ccccc1, CCOC(C)=O, [K+], [K+], O=C([O-])[O-], CN(C)C=O, O. The product is O=S(=O)(c1ccc(Oc2ccccc2)cc1)N(Cc1ccccc1)c1cccnc1Br. RXN SMILES: [Br:1][c:2]1[n:3][cH:4][cH:5][cH:6][c:7]1[NH:8][S:9](=[O:10])(=[O:11])[c:12]1[cH:13][cH:14][c:15]([O:18][c:19]2[cH:20][cH:21][cH:22][cH:23][cH:24]2)[cH:16][cH:17]1.[CH2:31]([c:32]1[cH:33][cH:34][cH:35][cH:36][cH:37]1)[Br:38].[CH3:44][CH2:45][O:46][C:47]([CH3:48])=[O:49].[K+:25].[K+:26].[O-:27][C:28]([O-:29])=[O:30].[O:39]=[CH:40][N:41]([CH3:42])[CH3:43].[OH2:50]>>[Br:1][c:2]1[n:3][cH:4][cH:5][cH:6][c:7]1[N:8]([S:9](=[O:10])(=[O:11])[c:12]1[cH:13][cH:14][c:15]([O:18][c:19]2[cH:20][cH:21][cH:22][cH:23][cH:24]2)[cH:16][cH:17]1)[CH2:31][c:32]1[cH:33][cH:34][cH:35][cH:36][cH:37]1. The reactants are C(C)S(=O)(=O)N1CCC(CC1)C1=CNC2=C(C=C(C=C12)B1OC(C(O1)(C)C)(C)C)C(=O)N (3-[1-(ethylsulfonyl)-4-piperidinyl]-5-(4,4,5,5-tetramethyl-1,3,2-dioxaborolan-2-yl)-1H-indole-7-carboxamide), C([O-])([O-])=O.[Na+].[Na+] (sodium carbonate), BrC=1C=NN(C1)CCCl (4-bromo-1-(2-chloroethyl)-1H-pyrazole). The reagents and catalysts are C=1C=CC(=CC1)[P](C=2C=CC=CC2)(C=3C=CC=CC3)[Pd]([P](C=4C=CC=CC4)(C=5C=CC=CC5)C=6C=CC=CC6)([P](C=7C=CC=CC7)(C=8C=CC=CC8)C=9C=CC=CC9)[P](C=1C=CC=CC1)(C=1C=CC=CC1)C=1C=CC=CC1 (tetrakis(triphenylphosphine)palladium). Solvent: O1CCOCC1 (dioxane), O (H2O), CCOC(=O)C (EtOAc). Run at temperature 120 celsius. Product: ClCCN1N=CC(=C1)C=1C=C2C(=CNC2=C(C1)C(=O)N)C1CCN(CC1)S(=O)(=O)CC (5-[1-(2-chloroethyl)-1H-pyrazol-4-yl]-3-[1-(ethylsulfonyl)-4-piperidinyl]-1H-indole-7-carboxamide). The yield is 23.9%. As a reaction SMILES: [CH2:1]([S:3]([N:6]1[CH2:11][CH2:10][CH:9]([C:12]2[C:20]3[C:15](=[C:16]([C:30]([NH2:32])=[O:31])[CH:17]=[C:18](B4OC(C)(C)C(C)(C)O4)[CH:19]=3)[NH:14][CH:13]=2)[CH2:8][CH2:7]1)(=[O:5])=[O:4])[CH3:2].C(=O)([O-])[O-].[Na+].[Na+].Br[C:40]1[CH:41]=[N:42][N:43]([CH2:45][CH2:46][Cl:47])[CH:44]=1>O1CCOCC1.O.CCOC(C)=O.C1C=CC([P]([Pd]([P](C2C=CC=CC=2)(C2C=CC=CC=2)C2C=CC=CC=2)([P](C2C=CC=CC=2)(C2C=CC=CC=2)C2C=CC=CC=2)[P](C2C=CC=CC=2)(C2C=CC=CC=2)C2C=CC=CC=2)(C2C=CC=CC=2)C2C=CC=CC=2)=CC=1>[Cl:47][CH2:46][CH2:45][N:43]1[CH:44]=[C:40]([C:18]2[CH:19]=[C:20]3[C:15](=[C:16]([C:30]([NH2:32])=[O:31])[CH:17]=2)[NH:14][CH:13]=[C:12]3[CH:9]2[CH2:10][CH2:11][N:6]([S:3]([CH2:1][CH3:2])(=[O:5])=[O:4])[CH2:7][CH2:8]2)[CH:41]=[N:42]1 |f:1.2.3,^1:64,66,85,104|. Procedure details: To a solution of 3-[1-(ethylsulfonyl)-4-piperidinyl]-5-(4,4,5,5-tetramethyl-1,3,2-dioxaborolan-2-yl)-1H-indole-7-carboxamide (40 mg, 0.090 mmol) in dioxane (750 μL) and H2O (250 μL) was added sodium carbonate (53 mg, 0.50 mmol), and 4-bromo-1-(2-chloroethyl)-1H-pyrazole (26 mg, 0.126 mmol). The reaction mixture was flushed under Argon for 10 min before addition of tetrakis(triphenylphosphine)palladium (0) (5 mg, 0.004 mmol). The reaction was heated in a microwave at 120° C. for 20 min. It was th... The reactants are CC(=O)O[BH-](OC(C)=O)OC(C)=O, COC(=O)C(CNCc1ccc(-c2ccccc2)cc1)NC(=O)c1ccc(-c2ccc(C(F)(F)F)cc2)cc1, [Na+], O=Cc1ccncc1. The product is COC(=O)C(CN(Cc1ccncc1)Cc1ccc(-c2ccccc2)cc1)NC(=O)c1ccc(-c2ccc(C(F)(F)F)cc2)cc1. As a reaction SMILES: [C:48]([O:49][BH-:50]([O:51][C:52](=[O:53])[CH3:54])[O:55][C:56](=[O:57])[CH3:58])(=[O:59])[CH3:60].[CH3:1][O:2][C:3]([CH:4]([CH2:5][NH:6][CH2:7][c:8]1[cH:9][cH:10][c:11](-[c:14]2[cH:15][cH:16][cH:17][cH:18][cH:19]2)[cH:12][cH:13]1)[NH:20][C:21](=[O:22])[c:23]1[cH:24][cH:25][c:26](-[c:29]2[cH:30][cH:31][c:32]([C:35]([F:36])([F:37])[F:38])[cH:33][cH:34]2)[cH:27][cH:28]1)=[O:39].[Na+:61].[n:40]1[cH:41][cH:42][c:43]([CH:46]=[O:47])[cH:44][cH:45]1>>[CH3:1][O:2][C:3]([CH:4]([CH2:5][N:6]([CH2:7][c:8]1[cH:9][cH:10][c:11](-[c:14]2[cH:15][cH:16][cH:17][cH:18][cH:19]2)[cH:12][cH:13]1)[CH2:46][c:43]1[cH:42][cH:41][n:40][cH:45][cH:44]1)[NH:20][C:21](=[O:22])[c:23]1[cH:24][cH:25][c:26](-[c:29]2[cH:30][cH:31][c:32]([C:35]([F:36])([F:37])[F:38])[cH:33][cH:34]2)[cH:27][cH:28]1)=[O:39]. Starting materials: COC(=O)C=1N=NC(=CC1Cl)Cl (4,6-Dichloro-pyridazine-3-carboxylic acid methyl ester), CN1N=C(C=C1)N (1-methyl-1H-pyrazol-3-amine). Run in CN1C(CCC1)=O (N-methylpyrrolidinone). Reaction conditions: temperature 110 celsius. The product is COC(=O)C=1N=NC(=CC1NC1=NN(C=C1)C)Cl (6-chloro-4-(1-methyl-1H-pyrazol-3-ylamino)-pyridazine-3-carboxylic acid methyl ester). Isolated yield 32.2%. Reaction SMILES: [CH3:1][O:2][C:3]([C:5]1[N:6]=[N:7][C:8]([Cl:12])=[CH:9][C:10]=1Cl)=[O:4].[CH3:13][N:14]1[CH:18]=[CH:17][C:16]([NH2:19])=[N:15]1>CN1CCCC1=O>[CH3:1][O:2][C:3]([C:5]1[N:6]=[N:7][C:8]([Cl:12])=[CH:9][C:10]=1[NH:19][C:16]1[CH:17]=[CH:18][N:14]([CH3:13])[N:15]=1)=[O:4]. Procedure: 4,6-Dichloro-pyridazine-3-carboxylic acid methyl ester (165 mg, 0.8 mmol) and 1-methyl-1H-pyrazol-3-amine (81 mg, 0.837 mmol) were dissolved in of N-methylpyrrolidinone (3.2 mL). The reaction was heated at 110° C. for 2 h, then cooled and concentrated in vacuo. The residue was diluted with water and then extracted with ethyl acetate. The combined organic extracts were washed with brine, dried (sodium sulfate), filtered and concentrated in vacuo. Purification by chromatography (silica, 10 to 70% ... Starting materials: Cl (HCl), Cl.C(C)OC(=O)C=1C=NN(C1)C(N)=N (1-carbamimidoyl-1H-pyrazole-4-carboxylic acid ethyl ester hydrochloride), ClC1=NC2=CC=CC=C2N=C1Cl (2,3-dichloro-quinoxaline), C(=O)([O-])[O-].[Cs+].[Cs+] (Cs2CO3). Run in CN(C)C=O (DMF), O (H2O). The product is C(C)OC(=O)C=1C=NN(C1)C1=NC=2C(=NC3=CC=CC=C3N2)N1 (1-(1H-Imidazo[4,5-b]quinoxalin-2-yl)-1H-pyrazole-4-carboxylic acid ethyl ester). Yield: 42.2%. Reaction SMILES: Cl.[CH2:2]([O:4][C:5]([C:7]1[CH:8]=[N:9][N:10]([C:12](=[NH:14])[NH2:13])[CH:11]=1)=[O:6])[CH3:3].Cl[C:16]1[C:25](Cl)=[N:24][C:23]2[C:18](=[CH:19][CH:20]=[CH:21][CH:22]=2)[N:17]=1.C([O-])([O-])=O.[Cs+].[Cs+].Cl>CN(C=O)C.O>[CH2:2]([O:4][C:5]([C:7]1[CH:8]=[N:9][N:10]([C:12]2[NH:13][C:16]3=[N:17][C:18]4[C:23]([N:24]=[C:25]3[N:14]=2)=[CH:22][CH:21]=[CH:20][CH:19]=4)[CH:11]=1)=[O:6])[CH3:3] |f:0.1,3.4.5|. Procedure: A solution of 1-carbamimidoyl-1H-pyrazole-4-carboxylic acid ethyl ester hydrochloride (0.220 g, 1.00 mmol), 2,3-dichloro-quinoxaline (200 mg, 1.00 mmol), and Cs2CO3 (1.63 g, 5.00 mmol) in DMF (2 mL) was stirred for 4 h. H2O (3 mL) was added and the mixture was acidified to pH 2 with aqueous 1M HCl to form a white precipitate. The precipitate was filtered, triturated with anhydrous EtOH (2 mL), and filtered to yield the titled compound (0.130 g, 43%). MS (CI): mass calcd. for C15H12N6O2, 308.1; m...